The task is: describe an organic reaction: reactants, conditions, products, and yield. This data is from the Open Reaction Database (ORD), a public repository of structured organic reaction records. The reactants are S=C1SC=C(N1)C1=C(C(=C(OCCCOC2=C(C3=C(CCC(O3)C(=O)OC)C=C2)CCC)C=C1)CCC)OC (Methyl 3,4-dihydro-7-[3-[4-(2,3-dihydro-2-thioxo-4-thiazolyl)-3-methoxy-2-propylphenoxy]propoxy]-8-propyl-2H-1-benzopyran-2-carboxylate), CO.C1CCOC1 (methanol THF), [OH-].[Li+] (lithium hydroxide). Run in C(C)(=O)OCC.O (ethyl acetate water). Product: S=C1SC=C(N1)C1=C(C(=C(OCCCOC2=C(C3=C(CCC(O3)C(=O)O)C=C2)CCC)C=C1)CCC)OC (3,4-Dihydro-7-[3-[4-(2,3-dihydro-2-thioxo-4-thiazolyl)-3-methoxy-2-propylphenoxy]propoxy]-8-propyl-2H-1-benzopyran-2-carboxylic acid). The yield is 96.0%. Reaction SMILES: [S:1]=[C:2]1[NH:6][C:5]([C:7]2[CH:34]=[CH:33][C:10]([O:11][CH2:12][CH2:13][CH2:14][O:15][C:16]3[CH:29]=[CH:28][C:19]4[CH2:20][CH2:21][CH:22]([C:24]([O:26]C)=[O:25])[O:23][C:18]=4[C:17]=3[CH2:30][CH2:31][CH3:32])=[C:9]([CH2:35][CH2:36][CH3:37])[C:8]=2[O:38][CH3:39])=[CH:4][S:3]1.CO.C1COCC1.[OH-].[Li+]>C(OCC)(=O)C.O>[S:1]=[C:2]1[NH:6][C:5]([C:7]2[CH:34]=[CH:33][C:10]([O:11][CH2:12][CH2:13][CH2:14][O:15][C:16]3[CH:29]=[CH:28][C:19]4[CH2:20][CH2:21][CH:22]([C:24]([OH:26])=[O:25])[O:23][C:18]=4[C:17]=3[CH2:30][CH2:31][CH3:32])=[C:9]([CH2:35][CH2:36][CH3:37])[C:8]=2[O:38][CH3:39])=[CH:4][S:3]1 |f:1.2,3.4,5.6|. Reported procedure: The compound of Example 25 (47 mg, 82.2 μmol) was added to 2.5 ml of 4:1 methanol/THF, and 0.2 ml of 1 N lithium hydroxide was added. The mixture was allowed to react at room temperature for 2.5 hours. The reaction mixture was poured into ethyl acetate/water and the ethyl acetate was washed with brine, dried over sodium sulfate and concentrated. Flash chromatography of the residue of silica gel using 7:1 to 5:1 hexane/ethyl acetate (1% acetic acid) as eluant gave the product, melting point 149- ... The reactants are C(#N)CC(=O)OCC (Ethyl cyanoacetate), NC1=NC=CC=C1N (2,3-diaminopyridine). Yields the product N1=C(NC2=NC=CC=C21)CC#N (3H-Imidazo[4,5-b]pyridin-2-ylacetonitrile). Reaction SMILES: [C:1]([CH2:3][C:4](OCC)=O)#[N:2].[NH2:9][C:10]1[C:15]([NH2:16])=[CH:14][CH:13]=[CH:12][N:11]=1>>[N:16]1[C:15]2[C:10](=[N:11][CH:12]=[CH:13][CH:14]=2)[NH:9][C:4]=1[CH2:3][C:1]#[N:2]. Procedure details: Ethyl cyanoacetate (1.5 eq) and 2,3-diaminopyridine (1 eq) were heated at 185° C. for 30 minutes. The reaction mixture was cooled to room temperature and the black solid was triturated with ether. The desired product was thus obtained as a dark brown powder. LC/MS m/z 159.1 (MH+), Rt 0.44 minutes. Reactants: Cl (hydrochloric acid), C(=O)(O)CCCN1N=C(C=2C1=NC=CC2CCC2=CC=C(C=C2)OC(C(C)(C)C)=O)O[C@H]2[C@H](OC(C(C)(C)C)=O)[C@@H](OC(C(C)(C)C)=O)[C@H](OC(C(C)(C)C)=O)[C@H](O2)COC(C(C)(C)C)=O (1-(3-carboxypropyl)-3-(2,3,4,6-tetra-O-pivaloyl-β-D-glucopyranosyloxy)-4-[2-(4-pivaloyloxyphenyl)-ethyl]-1H-pyrazolo[3,4-b]pyridine), C(C)(C)(C)OC(=O)OC(=O)OC(C)(C)C (di(tert-butyl)dicarbonate), C(O)([O-])=O.[NH4+] (ammonium hydrogen carbonate). Run in CN(C=O)C (N,N-dimethyl-formamide), N1=CC=CC=C1 (pyridine). Reaction conditions: time 3 hour. Yields the product C(N)(=O)CCCN1N=C(C=2C1=NC=CC2CCC2=CC=C(C=C2)OC(C(C)(C)C)=O)O[C@H]2[C@H](OC(C(C)(C)C)=O)[C@@H](OC(C(C)(C)C)=O)[C@H](OC(C(C)(C)C)=O)[C@H](O2)COC(C(C)(C)C)=O (1-(3-carbamoylpropyl)-3-(2,3,4,6-tetra-O-pivaloyl-β-D-glucopyranosyloxy)-4-[2-(4-pivaloyloxyphenyl)ethyl]-1H-pyrazolo[3,4-b]pyridine). Yield: 84.3%. Reaction SMILES: [C:1]([CH2:4][CH2:5][CH2:6][N:7]1[C:11]2=[N:12][CH:13]=[CH:14][C:15]([CH2:16][CH2:17][C:18]3[CH:23]=[CH:22][C:21]([O:24][C:25](=[O:30])[C:26]([CH3:29])([CH3:28])[CH3:27])=[CH:20][CH:19]=3)=[C:10]2[C:9]([O:31][C@@H:32]2[O:58][C@H:57]([CH2:59][O:60][C:61](=[O:66])[C:62]([CH3:65])([CH3:64])[CH3:63])[C@@H:49]([O:50][C:51](=[O:56])[C:52]([CH3:55])([CH3:54])[CH3:53])[C@H:41]([O:42][C:43](=[O:48])[C:44]([CH3:47])([CH3:46])[CH3:45])[C@H:33]2[O:34][C:35](=[O:40])[C:36]([CH3:39])([CH3:38])[CH3:37])=[N:8]1)([OH:3])=O.C(OC(OC(OC(C)(C)C)=O)=O)(C)(C)C.C(=O)([O-])O.[NH4+:86].Cl>CN(C)C=O.N1C=CC=CC=1>[C:1]([CH2:4][CH2:5][CH2:6][N:7]1[C:11]2=[N:12][CH:13]=[CH:14][C:15]([CH2:16][CH2:17][C:18]3[CH:19]=[CH:20][C:21]([O:24][C:25](=[O:30])[C:26]([CH3:28])([CH3:27])[CH3:29])=[CH:22][CH:23]=3)=[C:10]2[C:9]([O:31][C@@H:32]2[O:58][C@H:57]([CH2:59][O:60][C:61](=[O:66])[C:62]([CH3:64])([CH3:65])[CH3:63])[C@@H:49]([O:50][C:51](=[O:56])[C:52]([CH3:54])([CH3:53])[CH3:55])[C@H:41]([O:42][C:43](=[O:48])[C:44]([CH3:45])([CH3:47])[CH3:46])[C@H:33]2[O:34][C:35](=[O:40])[C:36]([CH3:37])([CH3:38])[CH3:39])=[N:8]1)(=[O:3])[NH2:86] |f:2.3|. Procedure: To a solution of 1-(3-carboxypropyl)-3-(2,3,4,6-tetra-O-pivaloyl-β-D-glucopyranosyloxy)-4-[2-(4-pivaloyloxyphenyl)-ethyl]-1H-pyrazolo[3,4-b]pyridine (95 mg) in N,N-dimethyl-formamide (2 mL) were added di(tert-butyl)dicarbonate (90 mg), pyridine (0.033 mL) and ammonium hydrogen carbonate (33 mg), and the mixture was stirred at room temperature for 3 hours. The reaction mixture was poured into 0.5 mol/L hydrochloric acid, and the resulting mixture was extracted with ethyl acetate. The extract was ... Reactants: S(=O)(=O)([O-])[O-].[Mg+2] (magnesium sulfate), [Cl-].[NH4+] (ammonium chloride), IC=1C=CC=2N(C1)C=C(N2)C2=CC=C(C#N)C=C2 (4-(6-Iodoimidazo[1,2-a]pyridin-2-yl)benzonitrile), resultant mixture, [H-].C(C(C)C)[Al+]CC(C)C (Diisobutylaluminum hydride). Run in C(C)OCC (diethyl ether), ClCCl (dichloromethane), O1CCCC1 (tetrahydrofuran). Reaction conditions: time 4 hour. Product: IC=1C=CC=2N(C1)C=C(N2)C2=CC=C(C=O)C=C2 (4-(6-Iodoimidazo[1,2-a]pyridin-2-yl)benzaldehyde). RXN SMILES: [I:1][C:2]1[CH:3]=[CH:4][C:5]2[N:6]([CH:8]=[C:9]([C:11]3[CH:18]=[CH:17][C:14]([C:15]#N)=[CH:13][CH:12]=3)[N:10]=2)[CH:7]=1.[H-].C([Al+]CC(C)C)C(C)C.[Cl-].[NH4+].S([O-])([O-])(=O)=[O:32].[Mg+2]>C(OCC)C.ClCCl.O1CCCC1>[I:1][C:2]1[CH:3]=[CH:4][C:5]2[N:6]([CH:8]=[C:9]([C:11]3[CH:18]=[CH:17][C:14]([CH:15]=[O:32])=[CH:13][CH:12]=3)[N:10]=2)[CH:7]=1 |f:1.2,3.4,5.6|. Procedure details: 4-(6-Iodoimidazo[1,2-a]pyridin-2-yl)benzonitrile (1.27 g) was added to a mixture of tetrahydrofuran (15 mL) and dichloromethane (15 mL), followed by stirring under ice cooling. Diisobutylaluminum hydride (7.8 mL) was added dropwise to the reaction mixture, and the resultant mixture was stirred at the same temperature for 15 minutes and then at room temperature for 4 hours. Aqueous saturated ammonium chloride solution (2 mL) was added dropwise to the reaction mixture, followed by stirring at room... The reactants are C[Si](C)(C)[N-][Si](C)(C)C.[Li+] (lithium bis(trimethylsilyl)amide), C(=O)C1=CC(=C(C=C1)C1=CC=C(C=C1)C(=O)OC)OC (methyl 4′-formyl-2′-methoxy-1,1′-biphenyl-4-carboxylate). Reagents/catalysts: [Br-].C[P+](C1=CC=CC=C1)(C1=CC=CC=C1)C1=CC=CC=C1 (methyltriphenylphosphonium bromide). Solvent: C1CCOC1 (THF), C1CCOC1 (THF). Reaction conditions: time 30 minute. Product: COC1=C(C=CC(=C1)C=C)C1=CC=C(C=C1)C(=O)OC (methyl 2′-methoxy-4′-vinyl-1,1′-biphenyl-4-carboxylate). As a reaction SMILES: [CH3:1][Si]([N-][Si](C)(C)C)(C)C.[Li+].[CH:11]([C:13]1[CH:18]=[CH:17][C:16]([C:19]2[CH:24]=[CH:23][C:22]([C:25]([O:27][CH3:28])=[O:26])=[CH:21][CH:20]=2)=[C:15]([O:29][CH3:30])[CH:14]=1)=O>[Br-].C[P+](C1C=CC=CC=1)(C1C=CC=CC=1)C1C=CC=CC=1.C1COCC1>[CH3:30][O:29][C:15]1[CH:14]=[C:13]([CH:11]=[CH2:1])[CH:18]=[CH:17][C:16]=1[C:19]1[CH:24]=[CH:23][C:22]([C:25]([O:27][CH3:28])=[O:26])=[CH:21][CH:20]=1 |f:0.1,3.4|. Procedure details: A suspension of methyltriphenylphosphonium bromide (785 mg, 2.2 mmoL) in THF (5 mL) was treated with 1M lithium bis(trimethylsilyl)amide in THF (2.2 mL), stirred for 30 minutes, treated with a solution of Example 122I (540 mg, 2.0 mmol) in TB (2 mL), stirred for 1 hour, and filtered through a pad of silica gel (20 g). The pad was rinsed with 1:1 ether/dichlormethane and concentrated. The concentrate was purified by flash column chromatography on silica gel with 20-50% dichloromethane/hexanes to ... Starting materials: C(C)(C)(C)[Si](OC1=CC=C(C=C1)CC1OC1)(C)C ((RS)-tert-Butyl-dimethyl-(4-oxiranylmethyl-phenoxy)-silane), C(C1=CC=CC=C1)C1(CCNCC1)O (4-benzyl-4-hydroxy-piperidine). The solvent is CO (MeOH). Product: C(C1=CC=CC=C1)C1(CCN(CC1)CC(CC1=CC=C(C=C1)O[Si](C)(C)C(C)(C)C)O)O ((RS)-4-Benzyl-1-{3-[4-(tert-butyl-dimethyl-silanyloxy)-phenyl]-2-hydroxy-propyl}-piperidin-4-ol). The yield is 89.1%. Reaction SMILES: [C:1]([Si:5]([CH3:18])([CH3:17])[O:6][C:7]1[CH:12]=[CH:11][C:10]([CH2:13][CH:14]2[CH2:16][O:15]2)=[CH:9][CH:8]=1)([CH3:4])([CH3:3])[CH3:2].[CH2:19]([C:26]1([OH:32])[CH2:31][CH2:30][NH:29][CH2:28][CH2:27]1)[C:20]1[CH:25]=[CH:24][CH:23]=[CH:22][CH:21]=1>CO>[CH2:19]([C:26]1([OH:32])[CH2:31][CH2:30][N:29]([CH2:16][CH:14]([OH:15])[CH2:13][C:10]2[CH:11]=[CH:12][C:7]([O:6][Si:5]([C:1]([CH3:4])([CH3:3])[CH3:2])([CH3:18])[CH3:17])=[CH:8][CH:9]=2)[CH2:28][CH2:27]1)[C:20]1[CH:21]=[CH:22][CH:23]=[CH:24][CH:25]=1. Procedure: (RS)-tert-Butyl-dimethyl-(4-oxiranylmethyl-phenoxy)-silane (0.62 g, 2.34 mmol) was dissolved in MeOH (8 ml) and stirred overnight at room temperature in the presence of 4-benzyl-4-hydroxy-piperidine (0.9 g, 4.68 mmol). The reaction mixture was concentrated and the residue was chromatographed over silica gel (hexane-ethylacetate 1:1, then CH2Cl2 --MeOH 19:1) to provide (RS)-4-Benzyl-1-{3-[4-(tert-butyl-dimethyl-silanyloxy)-phenyl]-2-hydroxy-propyl}-piperidin-4-ol (0.95 g, 90%) as a yellow oil, MS...